This data is from the Open Reaction Database (ORD), a public repository of structured organic reaction records. The task is: describe an organic reaction: reactants, conditions, products, and yield Reactants: [BH4-].[Na+] (sodium borohydride), Cl.Cl.C(C)N(CCOC1=CC=2C(C3=CC(=CC=C3C2C=C1)OCCN(CC)CC)=O)CC (2,7-bis(2-diethylaminoethoxy)fluoren-9-one dihydrochloride). The solvent is CO (methanol). Reaction conditions: temperature 0 celsius. Yields the product Cl.Cl.C(C)N(CCOC1=CC=2C(C3=CC(=CC=C3C2C=C1)OCCN(CC)CC)O)CC (2,7-bis(2-diethylaminoethoxy)fluoren-9-ol dihydrochloride). As a reaction SMILES: [BH4-].[Na+].[ClH:3].Cl.[CH2:5]([N:7]([CH2:33][CH3:34])[CH2:8][CH2:9][O:10][C:11]1[CH:23]=[CH:22][C:21]2[C:20]3[C:15](=[CH:16][C:17]([O:24][CH2:25][CH2:26][N:27]([CH2:30][CH3:31])[CH2:28][CH3:29])=[CH:18][CH:19]=3)[C:14](=[O:32])[C:13]=2[CH:12]=1)[CH3:6]>CO>[ClH:3].[ClH:3].[CH2:30]([N:27]([CH2:28][CH3:29])[CH2:26][CH2:25][O:24][C:17]1[CH:18]=[CH:19][C:20]2[C:21]3[C:13](=[CH:12][C:11]([O:10][CH2:9][CH2:8][N:7]([CH2:33][CH3:34])[CH2:5][CH3:6])=[CH:23][CH:22]=3)[CH:14]([OH:32])[C:15]=2[CH:16]=1)[CH3:31] |f:0.1,2.3.4,6.7.8|. Procedure: A total of 2.3 g (0.06 mole) of sodium borohydride is added in small portions to a stirred solution of 9.7 g (0.02 mole) of 2,7-bis(2-diethylaminoethoxy)fluoren-9-one dihydrochloride in 200 ml or methanol, maintaining the mixture at 0°C throughout the addition. The mixture is allowed to warm to room temperature and the solvent removed in vacuo. The residue is taken up in 10% hydrochloric acid, the mixture extracted with ether, and the aqueous acidic solution evaporated in vacuo. The residue is d...